Dataset: the Open Reaction Database (ORD), a public repository of structured organic reaction records. Task: describe an organic reaction: reactants, conditions, products, and yield Reactants: ClCCl, CI, CC(=O)NCc1ccc(F)cc1, [H-], [Na+], C1CCOC1, O. Product: CC(=O)N(C)Cc1ccc(F)cc1. As a reaction SMILES: [CH2:23]([Cl:24])[Cl:25].[CH3:15][I:16].[F:3][c:4]1[cH:5][cH:6][c:7]([CH2:8][NH:9][C:10]([CH3:11])=[O:12])[cH:13][cH:14]1.[H-:2].[Na+:1].[O:18]1[CH2:19][CH2:20][CH2:21][CH2:22]1.[OH2:17]>>[F:3][c:4]1[cH:5][cH:6][c:7]([CH2:8][N:9]([C:10]([CH3:11])=[O:12])[CH3:15])[cH:13][cH:14]1. The reactants are C(CCC)[Li].CCCCCC (butyllithium hexane), C(C)(C)NC(C)C (diisopropylamine), C(C1=CC=CC=C1)=O (benzaldehyde), C(C(C)C)P(OCC)=O (ethyl isobutylphosphinate), C(C)OP(=O)(C(C(=O)OCC)=C)OCC (ethyl 2-diethoxyphosphinoylpropenoate), [Cl-].[NH4+] (ammonium chloride). Isolated yield 29.6%. The solvent is O1CCCC1 (tetrahydrofuran). As a reaction SMILES: C([Li])CCC.CCCCCC.C(NC(C)C)(C)C.[CH2:19]([PH:23](=[O:27])[O:24][CH2:25][CH3:26])[CH:20]([CH3:22])[CH3:21].C(OP(OCC)([C:33](=[CH2:39])[C:34]([O:36][CH2:37][CH3:38])=[O:35])=O)C.[CH:43](=O)[C:44]1[CH:49]=[CH:48][CH:47]=[CH:46][CH:45]=1.[Cl-].[NH4+]>O1CCCC1>[CH2:25]([O:24][P:23]([CH2:39]/[C:33](=[CH:43]\[C:44]1[CH:49]=[CH:48][CH:47]=[CH:46][CH:45]=1)/[C:34]([O:36][CH2:37][CH3:38])=[O:35])([CH2:19][CH:20]([CH3:22])[CH3:21])=[O:27])[CH3:26] |f:0.1,6.7|. Conditions: temperature -78 celsius, time 30 minute. Procedure details: Under a nitrogen atmosphere, 7.3 ml (11 millimoles) of 1.5 M butyllithium-hexane was added dropwise to a solution of 1.5 ml (11 millimoles) of diisopropylamine in 20 ml of dry tetrahydrofuran. The mixture was cooled to -78° C. in a dry ice-methanol bath, and 1.50 g (10 millimoles) of ethyl isobutylphosphinate and then 2.46 g (10.4 millimoles) of ethyl 2-diethoxyphosphinoylpropenoate were added. The mixture was stirred at 0° C. for 30 minutes. The mixture was cooled to -30 ° C., and 1.1 ml (11 mi... Yields the product C(C)OP(=O)(CC(C)C)C\C(\C(=O)OCC)=C/C1=CC=CC=C1 (ethyl (Z)-2-(ethoxyisobutylphosphinoyl)methyl-3-phenylpropenoate). The reactants are CONC(=O)C1CNCCN1C(=O)OC(C)(C)C, CCSC1=NC(=O)C(=Cc2ccc3c(cnn3Cc3ccc(C(F)(F)F)cc3C(F)(F)F)c2)S1. Product: CONC(=O)C1CN(C2=NC(=O)C(=Cc3ccc4c(cnn4Cc4ccc(C(F)(F)F)cc4C(F)(F)F)c3)S2)CCN1C(=O)OC(C)(C)C. RXN SMILES: [C:35]([CH3:36])([CH3:37])([CH3:38])[O:39][C:40](=[O:41])[N:42]1[CH:43]([C:48]([NH:49][O:50][CH3:51])=[O:52])[CH2:44][NH:45][CH2:46][CH2:47]1.[F:1][C:2]([c:3]1[c:4]([CH2:5][n:6]2[n:7][cH:8][c:9]3[cH:10][c:11]([CH:15]=[C:16]4[C:17](=[O:24])[N:18]=[C:19]([S:21][CH2:22][CH3:23])[S:20]4)[cH:12][cH:13][c:14]23)[cH:25][cH:26][c:27]([C:29]([F:30])([F:31])[F:32])[cH:28]1)([F:33])[F:34]>>[F:1][C:2]([c:3]1[c:4]([CH2:5][n:6]2[n:7][cH:8][c:9]3[cH:10][c:11]([CH:15]=[C:16]4[C:17](=[O:24])[N:18]=[C:19]([N:45]5[CH2:44][CH:43]([C:48]([NH:49][O:50][CH3:51])=[O:52])[N:42]([C:40]([O:39][C:35]([CH3:36])([CH3:37])[CH3:38])=[O:41])[CH2:47][CH2:46]5)[S:20]4)[cH:12][cH:13][c:14]23)[cH:25][cH:26][c:27]([C:29]([F:30])([F:31])[F:32])[cH:28]1)([F:33])[F:34].